From a dataset of the Open Reaction Database (ORD), a public repository of structured organic reaction records. describe an organic reaction: reactants, conditions, products, and yield Starting materials: [Al+3].[Cl-].[Cl-].[Cl-] (AlCl3), ClC1=CC=C2C=CC(=NC2=C1)COC=1C=C(C=CC1)C=CCC1=C(C(=O)OC)C=CC=C1 (Methyl 2-(3-(3-((7-chloro-2-quinolinyl)methoxy)phenyl)-2-propenyl)benzoate), SCC(C(=O)O)C (3-mercapto-2-methylpropanoic acid). Yields the product SCC(C(=O)OCC)C (ethyl 3-mercapto-2-methylpropanoate). As a reaction SMILES: [Al+3].[Cl-].[Cl-].[Cl-].Cl[C:6]1C=C2C(C=CC(COC3C=C(C=CCC4C=CC=CC=4C(OC)=O)C=CC=3)=N2)=C[CH:7]=1.[SH:37][CH2:38][CH:39]([CH3:43])[C:40]([OH:42])=[O:41]>>[SH:37][CH2:38][CH:39]([CH3:43])[C:40]([O:42][CH2:6][CH3:7])=[O:41] |f:0.1.2.3|. Procedure: At -10° C., AlCl3 (2.437 g, 18.3 mmol) was added to a solution of the styrene of Step 7 (1.013 g, 2.28 mmol) and 3-mercapto-2-methylpropanoic acid (356 mg, 2.96 mmol, obtained from the hydrolysis of ethyl 3-mercapto-2-methylpropanoate (Example 1, Method B, Step 6) as in Example 7, Step 4, or alternatively from the NaOH hydrolysis of ethyl 3-(acetylthio)-2-methylpropanoate) in 25 mL of CH2Cl2 and the mixture was stirred at 0° C. in the dark for 2 h. Cold aq NH4OAc, EtOAc and THF were then added a... Reactants: COC(\C(=C/C(=O)OC)\C(P(=O)(OCC)OCC)P(=O)(OCC)OCC)=O (2-[bis(diethoxyphosphoryl)methyl]maleic acid dimethyl ester). Solvent: [OH-].[Na+] (sodium hydroxide). Conditions: time 96 hour. Yields the product C(C)OP(=O)(OCC)C(/C(/C(=O)O)=C/C(=O)O)P(=O)(OCC)OCC (2-[bis(diethoxyphosphoryl)methyl]maleic Acid). As a reaction SMILES: C[O:2][C:3](=[O:27])/[C:4](/[CH:10]([P:19]([O:24][CH2:25][CH3:26])([O:21][CH2:22][CH3:23])=[O:20])[P:11]([O:16][CH2:17][CH3:18])([O:13][CH2:14][CH3:15])=[O:12])=[CH:5]\[C:6]([O:8]C)=[O:7]>[OH-].[Na+]>[CH2:22]([O:21][P:19]([CH:10]([P:11]([O:16][CH2:17][CH3:18])([O:13][CH2:14][CH3:15])=[O:12])/[C:4](=[CH:5]/[C:6]([OH:8])=[O:7])/[C:3]([OH:27])=[O:2])([O:24][CH2:25][CH3:26])=[O:20])[CH3:23] |f:1.2|. Procedure details: A solution of 12.7 g of 2-[bis(diethoxyphosphoryl)methyl]maleic acid dimethyl ester in 76.8 ml of 1 N sodium hydroxide is kept under stirring for 96 hours, then the reaction mixture is washed twice with ethyl ether and is brought to pH 8.5 with 37% hydrochloric acid. The mixture is then concentrated to dryness and redissolved in 50 ml of methanol. After filtration of the formed sodium chloride, the solvent is evaporated under reduced pressure. The residue is treated with 125 ml of acetone, to gi... The reactants are CCCCN, CN(C)CCCOc1ccccc1C=O, Cc1ccccc1. Yields the product CCCCN=Cc1ccccc1OCCCN(C)C. As a reaction SMILES: [CH2:16]([CH2:17][CH2:18][CH3:19])[NH2:20].[CH3:1][N:2]([CH2:3][CH2:4][CH2:5][O:6][c:7]1[c:8]([CH:9]=[O:10])[cH:11][cH:12][cH:13][cH:14]1)[CH3:15].[CH3:21][c:22]1[cH:23][cH:24][cH:25][cH:26][cH:27]1>>[CH3:1][N:2]([CH2:3][CH2:4][CH2:5][O:6][c:7]1[c:8]([CH:9]=[N:20][CH2:16][CH2:17][CH2:18][CH3:19])[cH:11][cH:12][cH:13][cH:14]1)[CH3:15]. The reactants are N(=O)[O-].[Na+] (NaNO2), NC=1C=C(C(=O)O)C=C(C1)[N+](=O)[O-].CSC=1C=C(C(=O)O)C=C(C1)[N+](=O)[O-] (3-Methylthio-5-nitrobenzoic acid 3-Amino-5-nitrobenzoic acid), diazonium salt, thiomethylcopper(I). Solvent: O (water), S(O)(O)(=O)=O (sulphuric acid), O (water). Reaction conditions: time 30 minute. Yields the product CSC=1C=C(C(=O)O)C=C(C1)[N+](=O)[O-] (3-methylthio-5-nitrobenzoic acid). The yield is 180.3%. As a reaction SMILES: NC1C=C(C=C([N+]([O-])=O)C=1)C(O)=O.[CH3:14][S:15][C:16]1[CH:17]=[C:18]([CH:22]=[C:23]([N+:25]([O-:27])=[O:26])[CH:24]=1)[C:19]([OH:21])=[O:20].N([O-])=O.[Na+]>S(=O)(=O)(O)O.O>[CH3:14][S:15][C:16]1[CH:17]=[C:18]([CH:22]=[C:23]([N+:25]([O-:27])=[O:26])[CH:24]=1)[C:19]([OH:21])=[O:20] |f:0.1,2.3|. Procedure: 3-Methylthio-5-nitrobenzoic acid 3-Amino-5-nitrobenzoic acid (1.82 g, 10 mM) was dissolved in concentrated sulphuric acid (1.9 ml), diluted with water (10 ml), and cooled to 5°. A solution of NaNO2 (0.7 g, 10 mM) in water (3 ml) was added and the mixture stirred for 30 minutes. The cold solution of diazonium salt was added to a slurry of thiomethylcopper(I) at 3°, and the mixture stirred for 45 minutes. Organics were extracted into ethyl acetate (5×60 ml), and the combined organic layers washed ... Starting materials: C(C)(C)N(CC)C(C)C (diisopropylethylamine), C(C)OC(C1=C(C=CC=C1CBr)OC)=O (6-Bromomethyl-2-methoxy-benzoic acid ethyl ester), C(C)(C)(C)OC(=O)C1=C(SC=2CN(C(C(C21)C)N)CC2=CC=C(C=C2)OC)N (2-amino-5-amino-methyl-6-(4-methoxy-benzyl)-4,5,6,7-tetrahydro-thieno[2,3-c]pyridine-3-carboxylic acid tert-butyl ester). The solvent is C(C)#N (acetonitrile), C(C)#N (acetonitrile). Reaction conditions: time 2 hour. Yields the product C(C)(C)(C)OC(=O)C1=C(SC=2CN(C(CC21)CN2C(C1=C(C=CC=C1C2)OC)=O)CC2=CC=C(C=C2)OC)N (2-amino-6-(4-methoxy-benzyl)-5-(7-methoxy-1-oxo-1,3-dihydro-isoindol-2-ylmethyl)-4,5,6,7-tetrahydro-thieno[2,3-c]pyridine-3-carboxylic acid tert-butyl ester). The yield is 74.2%. RXN SMILES: C(O[C:4](=[O:15])[C:5]1[C:10]([CH2:11]Br)=[CH:9][CH:8]=[CH:7][C:6]=1[O:13][CH3:14])C.[CH:16]([N:19](C(C)C)CC)(C)C.[C:25]([O:29][C:30]([C:32]1[C:40]2[CH:39](C)[CH:38](N)[N:37]([CH2:43][C:44]3[CH:49]=[CH:48][C:47]([O:50][CH3:51])=[CH:46][CH:45]=3)[CH2:36][C:35]=2[S:34][C:33]=1[NH2:52])=[O:31])([CH3:28])([CH3:27])[CH3:26]>C(#N)C>[C:25]([O:29][C:30]([C:32]1[C:40]2[CH2:39][CH:38]([CH2:16][N:19]3[CH2:11][C:10]4[C:5](=[C:6]([O:13][CH3:14])[CH:7]=[CH:8][CH:9]=4)[C:4]3=[O:15])[N:37]([CH2:43][C:44]3[CH:49]=[CH:48][C:47]([O:50][CH3:51])=[CH:46][CH:45]=3)[CH2:36][C:35]=2[S:34][C:33]=1[NH2:52])=[O:31])([CH3:27])([CH3:26])[CH3:28]. Procedure details: 6-Bromomethyl-2-methoxy-benzoic acid ethyl ester (71.1 mg, 0.260 mmol) dissolved in acetonitrile (5 ml) and diisopropylethylamine (453 μl, 2.60 mmol) was stirred at room temperature. To this mixture 2-amino-5-amino-methyl-6-(4-methoxy-benzyl)-4,5,6,7-tetrahydro-thieno[2,3-c]pyridine-3-carboxylic acid tert-butyl ester (200 mg, 0.52 mmol) dissolved in acetonitrile (5 ml) was added syringe pump (0.2 ml/min.). Once addition was complete, the reaction mixture was allowed to stir for 2 hours. The reac...